From a dataset of the Open Reaction Database (ORD), a public repository of structured organic reaction records. describe an organic reaction: reactants, conditions, products, and yield The reactants are C1CCCCC1, Cc1ccc(N)cc1, Cc1cnc2c(c1)CCCC2=O, O. The product is Cc1ccc(NC2CCCc3cc(C)cnc32)cc1. RXN SMILES: [CH2:22]1[CH2:23][CH2:24][CH2:25][CH2:26][CH2:27]1.[CH3:13][c:14]1[cH:15][cH:16][c:17]([NH2:18])[cH:19][cH:20]1.[CH3:1][c:2]1[cH:3][n:4][c:5]2[c:10]([cH:11]1)[CH2:9][CH2:8][CH2:7][C:6]2=[O:12].[OH2:21]>>[CH3:1][c:2]1[cH:3][n:4][c:5]2[c:10]([cH:11]1)[CH2:9][CH2:8][CH2:7][CH:6]2[NH:18][c:17]1[cH:16][cH:15][c:14]([CH3:13])[cH:20][cH:19]1.